This data is from the Open Reaction Database (ORD), a public repository of structured organic reaction records. The task is: describe an organic reaction: reactants, conditions, products, and yield Reactants: C[C@]12CC[C@H]3[C@H]([C@@H]1CCC2=O)CC=C4[C@@]3(CC[C@@H](C4)O)C (dehydroepiandrosterone), O (water), C(=O)O (formic acid). Run at temperature 60 celsius. Yields the product C(=O)O[C@@H]1CC2=CC[C@H]3[C@@H]4CCC([C@@]4(C)CC[C@@H]3[C@]2(CC1)C)=O (3β-formyloxy-5-androstene-17-one). Reaction SMILES: [CH3:1][C@@:2]12[C:10](=[O:11])[CH2:9][CH2:8][C@H:7]1[C@@H:6]1[CH2:12][CH:13]=[C:14]3[CH2:19][C@@H:18]([OH:20])[CH2:17][CH2:16][C@:15]3([CH3:21])[C@H:5]1[CH2:4][CH2:3]2.O.[CH:23](O)=[O:24]>>[CH:23]([O:20][C@H:18]1[CH2:17][CH2:16][C@@:15]2([CH3:21])[C:14](=[CH:13][CH2:12][C@@H:6]3[C@@H:5]2[CH2:4][CH2:3][C@@:2]2([CH3:1])[C@H:7]3[CH2:8][CH2:9][C:10]2=[O:11])[CH2:19]1)=[O:24]. Reported procedure: Following the procedure described by Ringold (H. J. Ringold, et al., J. Am. Chem. Soc. 78, 816, 1956), dehydroepiandrosterone (2.88 g, 10 mmol) dissolved in 85% formic acid (100 mL) is heated at 60° C. for 1 h. After cooling, the mixture is poured into iced water and after 16 h, crystals are filtered and dried in vacuo.